From a dataset of the Open Reaction Database (ORD), a public repository of structured organic reaction records. describe an organic reaction: reactants, conditions, products, and yield The reactants are FC1=C(C(=CC=C1)C)[N+](=O)[O-] (1-fluoro-3-methyl-2-nitro-benzene), OS(=O)(=O)O (H2SO4), C1CC(=O)N(C1=O)Br (NBS). Run in C(=O)(C(F)(F)F)O (TFA). Conditions: time 2 hour. Product: BrC1=C(C(=C(C=C1)F)[N+](=O)[O-])C (1-Bromo-4-fluoro-2-methyl-3-nitro-benzene). The yield is 66.3%. As a reaction SMILES: [F:1][C:2]1[CH:7]=[CH:6][CH:5]=[C:4]([CH3:8])[C:3]=1[N+:9]([O-:11])=[O:10].OS(O)(=O)=O.C1C(=O)N([Br:24])C(=O)C1>C(O)(C(F)(F)F)=O>[Br:24][C:5]1[CH:6]=[CH:7][C:2]([F:1])=[C:3]([N+:9]([O-:11])=[O:10])[C:4]=1[CH3:8]. Procedure details: To a solution of 1-fluoro-3-methyl-2-nitro-benzene (5 g, 32.24 mmol, 1.0 eq) in TFA (25 mL) and conc.H2SO4 (10 mL) at 0° C. was added NBS (6.31 g, 35.46 mmol, 1.1 eq) in portions. After addition, the mixture was stirred at room temperature for 2 h. The resulting mixture was poured onto ice and the precipitate that formed collected by filtration, washed with water and dried in vacuo to give the title compound as a yellow solid (5 g, 67%). Procedure details: A 300 ml eggplant-shaped flask was equipped with a Dimroth condenser, a calcium chloride tube and a dropping funnel, and in the flask, 0.6 mol of thionyl chloride was slowly dropped to 0.1 mol of 3-quinolylcarboxylic acid with stirring at room temperature. After completion of the dropping, the resulting mixture was stirred continuously for about 1 hour on an oil bath at an oil bath temperature of 65° C. Thereafter, the excess thionyl chloride was removed under a reduced pressure to obtain 3-quin... RXN SMILES: S(Cl)([Cl:3])=O.[N:5]1[C:14]2[C:9](=[CH:10][CH:11]=[CH:12][CH:13]=2)[CH:8]=[C:7]([C:15]([OH:17])=O)[CH:6]=1>>[N:5]1[C:14]2[C:9](=[CH:10][CH:11]=[CH:12][CH:13]=2)[CH:8]=[C:7]([C:15]([Cl:3])=[O:17])[CH:6]=1. Reactants: S(=O)(Cl)Cl (thionyl chloride), N1=CC(=CC2=CC=CC=C12)C(=O)O (3-quinolylcarboxylic acid). Yields the product N1=CC(=CC2=CC=CC=C12)C(=O)Cl (3-quinolylcarboxylic acid chloride). Starting materials: NC1=C(C=CC=C1)N (1,2-diaminobenzene), ClCCCCOC1=CC=C(C=O)C=C1 (4-(4-Chlorobutoxy)benzaldehyde), CO (methanol). Reagents/catalysts: O.C(C)(=O)[O-].[Cu+2].C(C)(=O)[O-] (copper (II) acetate monohydrate). Solvent: O (water). Product: ClCCCCOC1=CC=C(C=C1)C1=NC2=C(N1)C=CC=C2 (2-[4-(4-Chlorobutoxy)phenyl]-1H-benzimidazole). The yield is 65.1%. RXN SMILES: [NH2:1][C:2]1[CH:7]=[CH:6][CH:5]=[CH:4][C:3]=1[NH2:8].[Cl:9][CH2:10][CH2:11][CH2:12][CH2:13][O:14][C:15]1[CH:22]=[CH:21][C:18]([CH:19]=O)=[CH:17][CH:16]=1.CO>O.O.C([O-])(=O)C.[Cu+2].C([O-])(=O)C>[Cl:9][CH2:10][CH2:11][CH2:12][CH2:13][O:14][C:15]1[CH:16]=[CH:17][C:18]([C:19]2[NH:8][C:3]3[CH:4]=[CH:5][CH:6]=[CH:7][C:2]=3[N:1]=2)=[CH:21][CH:22]=1 |f:4.5.6.7|. Procedure details: A mixture of copper (II) acetate monohydrate (7.76 g), 1,2-diaminobenzene (2.10 g), 4-(4-chlorobutoxy]benzaldehyde (Step A) (5.0 g) is slowly heated to reflux in water (10 mL) and methanol (100 mL) and stirred at reflux for 1 hour. The mixture is cooled and a brown precipitate filtered off. The precipitate is suspended in methanol (100 mL) and hydrogen sulfide bubbled through for 30 minutes followed by nitrogen. The mixture is heated to reflux, cooled and filtered. All the filtrates are combined... Starting materials: C(C)N(C(C)N1C(CNCC1)C1=CC=CC=C1)CC (1-diethylaminoethyl-2-phenyl-piperazine), C(C)(=O)OC=1C(C(=O)Cl)=CC=CC1 (acetyl salicylic acid chloride). Solvent: C(C)C(=O)C (methyl ethyl ketone), C(C)C(=O)C (methyl ethyl ketone). Yields the product N1CCNCC1.C(C)N(CC)CCN1C(CN(CC1)C(C1=C(C=CC=C1)OC(C)=O)=O)C1=CC=CC=C1 (4-Diethylaminoethyl-3-phenyl-1-(o-acetoxy benzoyl)piperazine piperazine). RXN SMILES: C(N(CC)[CH:4]([N:6]1[CH2:11][CH2:10][NH:9][CH2:8][CH:7]1[C:12]1[CH:17]=[CH:16][CH:15]=[CH:14][CH:13]=1)[CH3:5])C.[C:20]([O:23][C:24]1[C:25](=[CH:29][CH:30]=[CH:31][CH:32]=1)[C:26](Cl)=[O:27])(=[O:22])[CH3:21]>C(C(C)=O)C>[NH:6]1[CH2:11][CH2:10][NH:9][CH2:8][CH2:7]1.[CH2:4]([N:6]([CH2:5][CH2:4][N:6]1[CH2:11][CH2:10][N:9]([C:26](=[O:27])[C:25]2[CH:29]=[CH:30][CH:31]=[CH:32][C:24]=2[O:23][C:20](=[O:22])[CH3:21])[CH2:8][CH:7]1[C:12]1[CH:13]=[CH:14][CH:15]=[CH:16][CH:17]=1)[CH2:7][CH3:8])[CH3:5] |f:3.4|. Procedure: 4-Diethylaminoethyl-3-phenyl-1-(o-acetoxy benzoyl)piperazine piperazine is prepared by boiling under reflux 15 g. of 1-diethylaminoethyl-2-phenyl-piperazine dissolved in 100 ml. of methyl ethyl ketone with 11 g. of acetyl salicylic acid chloride dissolved in 50 ml. methyl ethyl ketone, for 6 hours. The solvent is removed by distillation. The residue is dissolved in water. The aqueous solution is extracted with benzene. Ammonia is added to the aqueous layer until its reaction is alkaline and the ... Reactants: Cl (HCl), ClC1=NC2=CC=C(C=C2C(=C1)C)N1C(N(CC1)C=1C=NC=CC1C)=O (1-(2-Chloro-4-methyl-quinolin-6-yl)-3-(4-methyl-pyridin-3-yl)-imidazolidin-2-one), C(=O)(O)[O-].[Na+] (NaHCO3). Reaction conditions: temperature 120 celsius, time 8 hour. Product: CC1=CC(NC2=CC=C(C=C12)N1C(N(CC1)C=1C=NC=CC1C)=O)=O (4-Methyl-6-[3-(4-methyl-pyridin-3-yl)-2-oxo-imidazolodin-1yl]1H-quinolin-2-one). Isolated yield 80.8%. As a reaction SMILES: Cl.Cl[C:3]1[CH:12]=[C:11]([CH3:13])[C:10]2[C:5](=[CH:6][CH:7]=[C:8]([N:14]3[CH2:18][CH2:17][N:16]([C:19]4[CH:20]=[N:21][CH:22]=[CH:23][C:24]=4[CH3:25])[C:15]3=[O:26])[CH:9]=2)[N:4]=1.C([O-])(O)=[O:28].[Na+]>>[CH3:13][C:11]1[C:10]2[C:5](=[CH:6][CH:7]=[C:8]([N:14]3[CH2:18][CH2:17][N:16]([C:19]4[CH:20]=[N:21][CH:22]=[CH:23][C:24]=4[CH3:25])[C:15]3=[O:26])[CH:9]=2)[NH:4][C:3](=[O:28])[CH:12]=1 |f:2.3|. Procedure details: 1N HCl (5 mL) was added to 1-(2-chloro-4-methyl-quinolin-6-yl)-3-(4-methyl-pyridin-3-yl)-imidazolidin-2-one (21A: 50 mg, 0.1418 mmol). The reaction mixture was stirred at 120° C. overnight. The reaction mass was cooled to 0° C., aqueous NaHCO3 was added till a pH of about 8 was attained. The reaction mixture was extracted with chloroform. The organic layer was dried over Na2SO4 and concentrated to afford 38 mg of the product (80.85% yield). Starting materials: C(C)(C)(C)OC(CN1C=CC2=C(C=C(C=C12)OCC1=CC=CC=C1)C)=O ((6-benzyloxy-4-methyl-indol-1-yl)-acetic acid tert-butyl ester). The reagents and catalysts are [Pd] (palladium on charcoal). The solvent is C(C)O (ethanol). Product: C(C)(C)(C)OC(CN1C=CC2=C(C=C(C=C12)O)C)=O ((6-Hydroxy-4-methyl-indol-1-yl)-acetic acid tert-butyl ester). The yield is 95.0%. Reaction SMILES: [C:1]([O:5][C:6](=[O:26])[CH2:7][N:8]1[C:16]2[C:11](=[C:12]([CH3:25])[CH:13]=[C:14]([O:17]CC3C=CC=CC=3)[CH:15]=2)[CH:10]=[CH:9]1)([CH3:4])([CH3:3])[CH3:2]>C(O)C.[Pd]>[C:1]([O:5][C:6](=[O:26])[CH2:7][N:8]1[C:16]2[C:11](=[C:12]([CH3:25])[CH:13]=[C:14]([OH:17])[CH:15]=2)[CH:10]=[CH:9]1)([CH3:4])([CH3:3])[CH3:2]. Procedure: A solution of (6-benzyloxy-4-methyl-indol-1-yl)-acetic acid tert-butyl ester (140 mg, 0.4 mmol) in ethanol (14 ml) was hydrogenated over 10% palladium on charcoal (14 mg) at ambient temperature for 3 h. The catalyst was filtered off, the solvent evaporated under reduced pressure to give 100 mg (0.38 mmol, 96%) of the title compound as brown oil which was used in the next step without further purification. Reactants: Cl.O=C1N(C=CC(=C1)CN1C=NC=C1CC1=CC=C(C#N)C=C1)C1=CC=CC=C1 (4-[3-(2-oxo-1-phenyl-1,2-dihydropyridin-4-ylmethyl)-3H-imidazol-4-ylmethyl]benzonitrile, hydrochloride), BrC1=NC=CC(=C1)C(F)(F)F (2-bromo-4-trifluoromethylpyridine), IC1=CC=CC=C1 (iodobenzene). Yields the product FC(C1=CC(=NC=C1)N1C(C=C(C=C1)CN1C=NC=C1CC1=CC=C(C#N)C=C1)=O)(F)F (4-[3-(4'-Trifluoromethyl-2-oxo-2H-[1,2']bipyridinyl-4-ylmethyl)-3H-imidazol-4-ylmethyl]-benzonitrile). RXN SMILES: Cl.[O:2]=[C:3]1[CH:8]=[C:7]([CH2:9][N:10]2[C:14]([CH2:15][C:16]3[CH:23]=[CH:22][C:19]([C:20]#[N:21])=[CH:18][CH:17]=3)=[CH:13][N:12]=[CH:11]2)[CH:6]=[CH:5][N:4]1C1C=CC=CC=1.Br[C:31]1[CH:36]=[C:35]([C:37]([F:40])([F:39])[F:38])[CH:34]=[CH:33][N:32]=1.IC1C=CC=CC=1>>[F:38][C:37]([F:40])([F:39])[C:35]1[CH:34]=[CH:33][N:32]=[C:31]([N:4]2[CH:5]=[CH:6][C:7]([CH2:9][N:10]3[C:14]([CH2:15][C:16]4[CH:17]=[CH:18][C:19]([C:20]#[N:21])=[CH:22][CH:23]=4)=[CH:13][N:12]=[CH:11]3)=[CH:8][C:3]2=[O:2])[CH:36]=1 |f:0.1|. Procedure details: 4-[3-(4'-Trifluoromethyl-2-oxo-2H-[1,2']bipyridinyl-4-ylmethyl)-3H-imidazol-4-ylmethyl]-benzonitrile was prepared in a manner substantially similar to the procedure described above for 4-[3-(2-oxo-1-phenyl-1,2-dihydropyridin-4-ylmethyl)-3H-imidazol-4-ylmethyl]benzonitrile, hydrochloride, but substituting 2-bromo-4-trifluoromethylpyridine for the iodobenzene in Step 3. The reactants are CC(O)C(=O)[O-], O, Cc1[nH]c2ccccc2c1CCNCc1ccc(C=CC(=O)NO)cc1. RXN SMILES: [CH3:27][CH:28]([OH:29])[C:30]([O-:31])=[O:32].[OH2:33].[OH:1][NH:2][C:3]([CH:4]=[CH:5][c:6]1[cH:7][cH:8][c:9]([CH2:12][NH:13][CH2:14][CH2:15][c:16]2[c:17]([CH3:25])[nH:18][c:19]3[cH:20][cH:21][cH:22][cH:23][c:24]23)[cH:10][cH:11]1)=[O:26]>>[CH3:27][CH:28]([OH:29])[C:30](=[O:31])[OH:32].[OH:1][NH:2][C:3]([CH:4]=[CH:5][c:6]1[cH:7][cH:8][c:9]([CH2:12][NH:13][CH2:14][CH2:15][c:16]2[c:17]([CH3:25])[nH:18][c:19]3[cH:20][cH:21][cH:22][cH:23][c:24]23)[cH:10][cH:11]1)=[O:26]. Product: CC(O)C(=O)O, Cc1[nH]c2ccccc2c1CCNCc1ccc(C=CC(=O)NO)cc1. The reactants are COC(=O)c1c(CBr)cc(F)cc1C(F)(F)F, CCOC(C)=O, Cc1ccccc1, CCCCCC, NCc1ccc(C(F)(F)F)cc1, [K+], [K+], O=C([O-])[O-]. The product is O=C1c2c(cc(F)cc2C(F)(F)F)CN1Cc1ccc(C(F)(F)F)cc1. As a reaction SMILES: [CH3:1][O:2][C:3]([c:4]1[c:5]([CH2:15][Br:16])[cH:6][c:7]([F:14])[cH:8][c:9]1[C:10]([F:11])([F:12])[F:13])=[O:17].[CH3:36][CH2:37][O:38][C:39](=[O:40])[CH3:41].[CH3:42][c:43]1[cH:44][cH:45][cH:46][cH:47][cH:48]1.[CH3:49][CH2:50][CH2:51][CH2:52][CH2:53][CH3:54].[F:18][C:19]([c:20]1[cH:21][cH:22][c:23]([CH2:24][NH2:25])[cH:26][cH:27]1)([F:28])[F:29].[K+:30].[K+:31].[O-:32][C:33]([O-:34])=[O:35]>>[C:3]1(=[O:17])[c:4]2[c:5]([cH:6][c:7]([F:14])[cH:8][c:9]2[C:10]([F:11])([F:12])[F:13])[CH2:15][N:25]1[CH2:24][c:23]1[cH:22][cH:21][c:20]([C:19]([F:18])([F:28])[F:29])[cH:27][cH:26]1.